Dataset: the Open Reaction Database (ORD), a public repository of structured organic reaction records. Task: describe an organic reaction: reactants, conditions, products, and yield Reactants: C(#N)C(C(=O)NC1CCCCC1)=COCC (2-cyano-N-cyclohexyl-3-ethoxy-prop-2-enamide), CCN(C(C)C)C(C)C (DIPEA), CCOCC (ether), C(#N)C(C(=O)NC1CCCCC1)=COCC (2-cyano-N-cyclohexyl-3-ethoxy-prop-2-enamide), Cl.N(N)C=1C=C(C(=O)OC)C=CC1 (methyl 3-hydrazinylbenzoate hydrochloride). Run in C(C)O (ethanol). Run at temperature 70 celsius. The product is NC1=C(C=NN1C=1C=C(C(=O)OC)C=CC1)C(NC1CCCCC1)=O (Methyl 3-[5-amino-4-(cyclohexylcarbamoyl)pyrazol-1-yl]benzoate). Yield: 47.4%. RXN SMILES: [C:1]([C:3](=[CH:13]OCC)[C:4]([NH:6][CH:7]1[CH2:12][CH2:11][CH2:10][CH2:9][CH2:8]1)=[O:5])#[N:2].Cl.[NH:18]([C:20]1[CH:21]=[C:22]([CH:27]=[CH:28][CH:29]=1)[C:23]([O:25][CH3:26])=[O:24])[NH2:19].CCN(C(C)C)C(C)C.CCOCC>C(O)C>[NH2:2][C:1]1[N:18]([C:20]2[CH:21]=[C:22]([CH:27]=[CH:28][CH:29]=2)[C:23]([O:25][CH3:26])=[O:24])[N:19]=[CH:13][C:3]=1[C:4](=[O:5])[NH:6][CH:7]1[CH2:12][CH2:11][CH2:10][CH2:9][CH2:8]1 |f:1.2|. Reported procedure: 2-cyano-N-cyclohexyl-3-ethoxy-prop-2-enamide (Intermediate #17) (605 mg, 2.73 mmol) and methyl 3-hydrazinylbenzoate hydrochloride (552 mg, 2.73 mmol) were suspended in ethanol (20 mL). DIPEA (352 mg, 2.73 mmol) was added and the mixture heated to 70° C. for 1 h. The reaction mixture was cooled to ambient and concentrated to a small volume. Water (50 mL) was added and the resulting solid recovered by filtration, redissolved in ethyl acetate (50 mL), dried (MgSO4) and evaporated to give a brown so... Reactants: COC=1CCCCC(N1)CCC1=C(C(=O)OC)C=CC=C1 (methyl 2-[2-(3,4,5,6-tetrahydro-7-methoxy-2H-azepin-2-yl)ethyl]benzoate), [Cl-].[NH4+] (ammonium chloride), title material. Run in CO (MeOH). Yields the product Cl.N=C1CCCCC(N1)CCC1=C(C(=O)OC)C=CC=C1 (methyl 2-[2-(hexahydro-7-imino-1H-azepin-2-yl)ethyl]benzoate, monohydrochloride). RXN SMILES: CO[C:3]1[CH2:4][CH2:5][CH2:6][CH2:7][CH:8]([CH2:10][CH2:11][C:12]2[CH:21]=[CH:20][CH:19]=[CH:18][C:13]=2[C:14]([O:16][CH3:17])=[O:15])[N:9]=1.[Cl-:22].[NH4+:23]>CO>[ClH:22].[NH:23]=[C:3]1[NH:9][CH:8]([CH2:10][CH2:11][C:12]2[CH:21]=[CH:20][CH:19]=[CH:18][C:13]=2[C:14]([O:16][CH3:17])=[O:15])[CH2:7][CH2:6][CH2:5][CH2:4]1 |f:1.2,4.5|. Procedure: The title product of Example 83 in MeOH is reacted with ammonium chloride by the method of Example 5 to generate the title material. The reactants are BrC=1SC=CC1 (Bromothiophene), [OH-].[K+] (KOH), C(C)OC(CN)OCC (aminoacetaldehyde diethyl acetal), C(F)(F)(F)S(=O)(=O)O (CF3SO3H). Run in O1CCOCC1 (1,4-dioxane). Reaction conditions: temperature 22 celsius, time 2 hour. Product: BrC=1SC=C2C(OCCC21)CN ((1-bromo-6,7-dihydro-4H-thieno[3,4-c]pyran-4-yl)methanamine). Reaction SMILES: [Br:1][C:2]1[S:3][CH:4]=[CH:5][CH:6]=1.[CH2:7]([O:9][CH:10](OCC)[CH2:11][NH2:12])[CH3:8].C(S(O)(=O)=O)(F)(F)F.[OH-].[K+]>O1CCOCC1>[Br:1][C:2]1[S:3][CH:4]=[C:5]2[C:6]=1[CH2:8][CH2:7][O:9][CH:10]2[CH2:11][NH2:12] |f:3.4|. Procedure details: Bromothiophene (0.31 g, 1.5 mmol) and aminoacetaldehyde diethyl acetal (0.3 g, 2.25 mmol) were combined with 1,4-dioxane (2 mL). CF3SO3H (0.45 g, 3.0 mmol) was added and the reaction mixture was stirred at 22° C. for 2 hr at which time the mixture was made basic with 10% KOH (aq.) and the aqueous layer was extracted with EtOAc (3×50 mL). The combined organic layers were washed with brine, dried over Na2SO4, filtered and the solvent removed in vacuo to afford the crude amine product. The reactants are CC(C)([O-])C.[K+] (potassium t-butoxide), C(C1=CC=CC=C1)OCCC1C(C(N1)=O)CC (4-(2-benzyloxyethyl)-3-ethyl-2-azetidinone), COC(=C)C (2-methoxypropene), B(F)(F)F.CCOCC (borontrifluoride etherate). Run in C1(=CC=CC=C1)C (toluene), C(C)(=O)O (acetic acid). Conditions: time 2 hour. The product is C(C1=CC=CC=C1)C(CC1C(C(N1)=O)CC)=O (4-(2-benzyloxoethyl)-3-ethyl-2-azetidinone). RXN SMILES: C([O:8][CH2:9][CH2:10][CH:11]1[NH:14][C:13](=[O:15])[CH:12]1[CH2:16][CH3:17])C1C=CC=CC=1.CO[C:20]([CH3:22])=[CH2:21].B(F)(F)F.CCOCC.[CH3:32][C:33]([CH3:36])([O-])[CH3:34].[K+]>C1(C)C=CC=CC=1.C(O)(=O)C>[CH2:32]([C:9](=[O:8])[CH2:10][CH:11]1[NH:14][C:13](=[O:15])[CH:12]1[CH2:16][CH3:17])[C:33]1[CH:36]=[CH:22][CH:20]=[CH:21][CH:34]=1 |f:2.3,4.5|. Procedure details: A mixture of 4-(2-benzyloxyethyl)-3-ethyl-2-azetidinone (11.65 g), 2-methoxypropene (7.1 ml), borontrifluoride etherate (0.5 ml) in anhydrous toluene (87 ml) is stirred at room temperature for 31/2 hours. Then potassium t-butoxide (3.13 g) is added at room temperature monitoring the epimerization by means of gas-chromatographic assays. After one hour, 40% acetic acid (30 ml) is added and the mixture is heated to 75° C. for two hours and allowed to stand at room temperature overnight. The aqueous... Starting materials: C(CCC)NC1CN(C1)C=1SC(=C(N1)C)C(=O)OCC (ethyl 2-[3-(n-butylamino)azetidin-1-yl]-4-methyl-1,3-thiazole-5-carboxylate), ON1N=NC2=C1C=CC=C2 (1-hydroxybenzotriazole), CN1CCOCC1 (N-methylmorpholine), ClC=1N=C(NC1CC)C(=O)O (4-chloro-5-ethyl-1H-imidazole-2-carboxylic acid), CCN=C=NCCCN(C)C.Cl (WSC hydrochloride). The product is C(CCC)N(C1CN(C1)C=1SC(=C(N1)C)C(=O)OCC)C(=O)C=1NC(=C(N1)Cl)CC (Ethyl 2-(3-{(n-butyl)[(4-chloro-5-ethyl-1H-imidazol-2-yl)carbonyl]amino}azetidin-1-yl)-4-methyl-1,3-thiazole-5-carboxylate). Isolated yield 79.4%. Reaction SMILES: [CH2:1]([NH:5][CH:6]1[CH2:9][N:8]([C:10]2[S:11][C:12]([C:16]([O:18][CH2:19][CH3:20])=[O:17])=[C:13]([CH3:15])[N:14]=2)[CH2:7]1)[CH2:2][CH2:3][CH3:4].[Cl:21][C:22]1[N:23]=[C:24]([C:29](O)=[O:30])[NH:25][C:26]=1[CH2:27][CH3:28].CCN=C=NCCCN(C)C.Cl.ON1C2C=CC=CC=2N=N1.CN1CCOCC1>>[CH2:1]([N:5]([C:29]([C:24]1[NH:25][C:26]([CH2:27][CH3:28])=[C:22]([Cl:21])[N:23]=1)=[O:30])[CH:6]1[CH2:9][N:8]([C:10]2[S:11][C:12]([C:16]([O:18][CH2:19][CH3:20])=[O:17])=[C:13]([CH3:15])[N:14]=2)[CH2:7]1)[CH2:2][CH2:3][CH3:4] |f:2.3|. Procedure details: The same operation as in Example (221c) was performed using ethyl 2-[3-(n-butylamino)azetidin-1-yl]-4-methyl-1,3-thiazole-5-carboxylate obtained in Example (230c) (98 mg, 0.33 mmol), 4-chloro-5-ethyl-1H-imidazole-2-carboxylic acid obtained in Example (1d) (58 mg, 0.33 mmol), WSC hydrochloride (190 mg, 0.99 mmol), 1-hydroxybenzotriazole (46 mg, 0.33 mmol) and N-methylmorpholine (0.07 mL, 0.66 mmol), to obtain 119 mg of the title compound as a white solid (79%). Starting materials: Nc1ccc(OCc2ccccc2)cc1, FC(F)(F)c1nnc(-c2ccc3ncnc(Cl)c3c2)o1. Yields the product FC(F)(F)c1nnc(-c2ccc3ncnc(Nc4ccc(OCc5ccccc5)cc4)c3c2)o1. RXN SMILES: [CH2:1]([c:2]1[cH:3][cH:4][cH:5][cH:6][cH:7]1)[O:8][c:9]1[cH:10][cH:11][c:12]([NH2:13])[cH:14][cH:15]1.[Cl:16][c:17]1[n:18][cH:19][n:20][c:21]2[cH:22][cH:23][c:24](-[c:27]3[o:28][c:29]([C:32]([F:33])([F:34])[F:35])[n:30][n:31]3)[cH:25][c:26]12>>[CH2:1]([c:2]1[cH:3][cH:4][cH:5][cH:6][cH:7]1)[O:8][c:9]1[cH:10][cH:11][c:12]([NH:13][c:17]2[n:18][cH:19][n:20][c:21]3[cH:22][cH:23][c:24](-[c:27]4[o:28][c:29]([C:32]([F:33])([F:34])[F:35])[n:30][n:31]4)[cH:25][c:26]23)[cH:14][cH:15]1. Yields the product COC(=O)c1ccc2c(c1)C=CC(=C(Cl)Cl)CO2. The reactants are ClC(Cl)(Cl)Br, CC#N, COC(=O)c1ccc2c(c1)C=CC(=O)CO2, c1ccc(P(c2ccccc2)c2ccccc2)cc1. RXN SMILES: [Br:1][C:2]([Cl:3])([Cl:4])[Cl:5].[CH3:41][C:42]#[N:43].[O:6]=[C:7]1[CH2:8][O:9][c:10]2[c:11]([cH:14][c:15]([C:18](=[O:19])[O:20][CH3:21])[cH:16][cH:17]2)[CH:12]=[CH:13]1.[c:22]1([P:23]([c:24]2[cH:25][cH:26][cH:27][cH:28][cH:29]2)[c:30]2[cH:31][cH:32][cH:33][cH:34][cH:35]2)[cH:36][cH:37][cH:38][cH:39][cH:40]1>>[C:2]([Cl:3])([Cl:5])=[C:7]1[CH2:8][O:9][c:10]2[c:11]([cH:14][c:15]([C:18](=[O:19])[O:20][CH3:21])[cH:16][cH:17]2)[CH:12]=[CH:13]1. Starting materials: C(C)O (ethyl alcohol), C(C)O (ethyl alcohol), CCOCCOCCO (ethoxydiglycol), CCOC(=O)C=1C=CC(=CC1)N (benzocaine), ethylcellulose, polyacrylic acid, C1(CC(C(CC1)C(C)C)O)C (menthol). Run in O (water). The product is C(C)O.CCOCCOCCO (ethyl alcohol ethoxydiglycol). RXN SMILES: [CH2:1]([OH:3])[CH3:2].[CH3:4][CH2:5][O:6][CH2:7][CH2:8][O:9][CH2:10][CH2:11][OH:12].CCOC(C1C=CC(N)=CC=1)=O.C1(C)CCC(C(C)C)C(O)C1>O>[CH2:1]([OH:3])[CH3:2].[CH3:4][CH2:5][O:6][CH2:7][CH2:8][O:9][CH2:10][CH2:11][OH:12] |f:5.6|. Procedure: An ethyl alcohol/ethoxydiglycol based gel was prepared using the following components: 55% by weight 95% ethyl alcohol; 1% by weight mint flavor; 8% by weight ethylcellulose; 2% by weight polyacrylic acid; 15% by weight ethoxydiglycol; 15% by weight benzocaine USP; and 4% by weight menthol USP. Here, the mixture of two compatible solvents impacted the time for the film to form. Compared to Example 1, which used a mixture of 95% ethyl alcohol and water as the solvent, the film-forming kinetics of... The reactants are C(CCCCCC(C)(C)C)(=O)O (neodecanoic acid), C=1(C(=CC=CC1)C)C (xylene), [Fe] (iron). Solvent: O (water). Yields the product C(CCCCCC(C)(C)C)(=O)[O-].[Fe+2].C(CCCCCC(C)(C)C)(=O)[O-] (Iron neodecanoate). As a reaction SMILES: [C:1]([OH:12])(=[O:11])[CH2:2][CH2:3][CH2:4][CH2:5][CH2:6][C:7]([CH3:10])([CH3:9])[CH3:8].C1(C)C(C)=CC=CC=1.[Fe:21]>O>[C:1]([O-:12])(=[O:11])[CH2:2][CH2:3][CH2:4][CH2:5][CH2:6][C:7]([CH3:8])([CH3:9])[CH3:10].[Fe+2:21].[C:1]([O-:12])(=[O:11])[CH2:2][CH2:3][CH2:4][CH2:5][CH2:6][C:7]([CH3:8])([CH3:9])[CH3:10] |f:4.5.6|. Procedure: Iron neodecanoate was prepared by a procedure based on U.S. Pat. No. 2,584,041 Example 14. 86 g (0.5 moles) of neodecanoic acid, 125 g of xylene, 25 g of water, and 12.7 g of iron powder (100 mesh) were charged to a 500 ml round bottom flask equipped with a stirrer, condenser, air inlet tube, and heating. The mixture was heated to reflux and refluxed for 7 hours, cooled and the organic phase separated from the water phase and unreacted Fe. The organic phase contained 65.2 g iron neodecanoate whi... Starting materials: O=C([O-])[O-], COC(=O)c1ccc(Cl)nc1, Cl, Cn1nnc(-c2ccc(F)cc2)c1-c1c[nH]cn1, [K+], [K+], CN(C)C=O. Product: COC(=O)c1ccc(-n2cnc(-c3c(-c4ccc(F)cc4)nnn3C)c2)nc1. Reaction SMILES: [C:30](=[O:31])([O-:32])[O-:33].[Cl:19][c:20]1[n:21][cH:22][c:23]([C:24](=[O:25])[O:26][CH3:27])[cH:28][cH:29]1.[ClH:36].[F:1][c:2]1[cH:3][cH:4][c:5](-[c:8]2[n:9][n:10][n:11]([CH3:18])[c:12]2-[c:13]2[n:14][cH:15][nH:16][cH:17]2)[cH:6][cH:7]1.[K+:34].[K+:35].[O:37]=[CH:38][N:39]([CH3:40])[CH3:41]>>[F:1][c:2]1[cH:3][cH:4][c:5](-[c:8]2[n:9][n:10][n:11]([CH3:18])[c:12]2-[c:13]2[n:14][cH:15][n:16](-[c:20]3[n:21][cH:22][c:23]([C:24](=[O:25])[O:26][CH3:27])[cH:28][cH:29]3)[cH:17]2)[cH:6][cH:7]1.